This data is from the Open Reaction Database (ORD), a public repository of structured organic reaction records. The task is: describe an organic reaction: reactants, conditions, products, and yield Reaction SMILES: [CH2:1]([O:9][C:10]1[CH:15]=[CH:14][C:13]([CH2:16][C:17]([O:19][CH2:20][CH3:21])=[O:18])=[CH:12][CH:11]=1)[CH2:2][CH2:3][CH2:4][CH2:5][CH2:6][CH2:7][CH3:8].[C:22](=O)([O:26]CC)[O:23][CH2:24][CH3:25].[O-]CC.[Na+]>C(O)C>[CH2:1]([O:9][C:10]1[CH:15]=[CH:14][C:13]([CH:16]([C:22]([O:23][CH2:24][CH3:25])=[O:26])[C:17]([O:19][CH2:20][CH3:21])=[O:18])=[CH:12][CH:11]=1)[CH2:2][CH2:3][CH2:4][CH2:5][CH2:6][CH2:7][CH3:8] |f:2.3|. The solvent is C(C)O (ethanol), C(C)O (ethanol). Reported procedure: The obtained ethyl 4-n-octyloxyphenylacetate (79 g), ethanol (140 ml), diethyl carbonate (300 ml) and sodium ethoxide (19.3 g) are mixed, and the mixture is heated with stirring while ethanol is distilling off. The reaction mixture is transferred into ice water and is acidified with hydrochloric acid. The organic layer is separated and the solvent is distilled off to give diethyl 4-n-octyloxyphenylmalonate (91.6 g). Reactants: C(CCCCCCC)OC1=CC=C(C=C1)CC(=O)OCC (ethyl 4-n-octyloxyphenylacetate), C(OCC)(OCC)=O (diethyl carbonate), [O-]CC.[Na+] (sodium ethoxide). Product: C(CCCCCCC)OC1=CC=C(C=C1)C(C(=O)OCC)C(=O)OCC (diethyl 4-n-octyloxyphenylmalonate).